This data is from the Open Reaction Database (ORD), a public repository of structured organic reaction records. The task is: describe an organic reaction: reactants, conditions, products, and yield Reactants: C1CCOC1, O=[N+]([O-])c1cnc2c(ccn2S(=O)(=O)c2ccccc2)c1. Yields the product Nc1cnc2c(ccn2S(=O)(=O)c2ccccc2)c1. As a reaction SMILES: [O:22]1[CH2:23][CH2:24][CH2:25][CH2:26]1.[c:1]1([S:7](=[O:8])(=[O:9])[n:10]2[cH:11][cH:12][c:13]3[c:14]2[n:15][cH:16][c:17]([N+:19]([O-:20])=[O:21])[cH:18]3)[cH:2][cH:3][cH:4][cH:5][cH:6]1>>[c:1]1([S:7](=[O:8])(=[O:9])[n:10]2[cH:11][cH:12][c:13]3[c:14]2[n:15][cH:16][c:17]([NH2:19])[cH:18]3)[cH:2][cH:3][cH:4][cH:5][cH:6]1. Starting materials: ClC(Cl)Cl, O=S(Cl)Cl, OCc1ccc(OCCCc2ccccc2)cc1. The product is ClCc1ccc(OCCCc2ccccc2)cc1. As a reaction SMILES: [CH:23]([Cl:24])([Cl:25])[Cl:26].[S:19]([Cl:20])([Cl:21])=[O:22].[c:1]1([CH2:7][CH2:8][CH2:9][O:10][c:11]2[cH:12][cH:13][c:14]([CH2:15][OH:16])[cH:17][cH:18]2)[cH:2][cH:3][cH:4][cH:5][cH:6]1>>[c:1]1([CH2:7][CH2:8][CH2:9][O:10][c:11]2[cH:12][cH:13][c:14]([CH2:15][Cl:21])[cH:17][cH:18]2)[cH:2][cH:3][cH:4][cH:5][cH:6]1. Reactants: BrC1=CC=C(C=C1)N=C=O (4-bromophenyl isocyanate), COC1=C(C=C(C=C1)N)N1CCN(CC1)C (4-methoxy-3-(4-methyl-1-piperazinyl)benzeneamine). Solvent: C1(=CC=CC=C1)C (toluene). Run at time 24 hour. The product is BrC1=CC=C(C=C1)NC(=O)NC1=CC(=C(C=C1)OC)N1CCN(CC1)C (N-(4-Bromophenyl)-N'-[4-methoxy-3-(4-methyl-1-piperazinyl)phenyl]urea). Yield: 69.8%. As a reaction SMILES: [Br:1][C:2]1[CH:7]=[CH:6][C:5]([N:8]=[C:9]=[O:10])=[CH:4][CH:3]=1.[CH3:11][O:12][C:13]1[CH:18]=[CH:17][C:16]([NH2:19])=[CH:15][C:14]=1[N:20]1[CH2:25][CH2:24][N:23]([CH3:26])[CH2:22][CH2:21]1>C1(C)C=CC=CC=1>[Br:1][C:2]1[CH:7]=[CH:6][C:5]([NH:8][C:9]([NH:19][C:16]2[CH:17]=[CH:18][C:13]([O:12][CH3:11])=[C:14]([N:20]3[CH2:21][CH2:22][N:23]([CH3:26])[CH2:24][CH2:25]3)[CH:15]=2)=[O:10])=[CH:4][CH:3]=1. Reported procedure: A mixture of 4-bromophenyl isocyanate (0.179 g, 0.905 mmol) and 4-methoxy-3-(4-methyl-1-piperazinyl)benzeneamine (EP 0 533 267 A1) (0.200 g, 0.905 mmol) in toluene were stirred together at room temperature. After 24 h, the resultant precipitate was filtered off, washed with petrol and dried in vacuo to give the title compound as a white solid (0.265 g, 70%). m.pt 199-201° C. Starting materials: O (H2O), FC(C=1C=C(CNC(=O)C=2C(=NC(=NC2)C)C2=CC=CC=C2)C=C(C1)C(F)(F)F)(F)F (methyl-4-phenyl-pyrimidine-5-carboxylic acid 3,5-bis-trifluoromethyl-benzylamide), CN(C=O)C (N,N-dimethylformamide), CI (methyl iodide). The solvent is [Cl-].[Na+].O (brine), C(Cl)Cl (CH2Cl2). Run at time 1 hour. The product is FC(C=1C=C(CN(C(=O)C=2C(=NC(=NC2)C)C2=CC=CC=C2)C)C=C(C1)C(F)(F)F)(F)F (2-methyl-4-phenyl-pyrimidine-5-carboxylic acid (3,5-bis-trifluoromethyl-benzyl)-methyl-amide). Yield: 72.6%. RXN SMILES: [F:1][C:2]([F:31])([F:30])[C:3]1[CH:4]=[C:5]([CH:23]=[C:24]([C:26]([F:29])([F:28])[F:27])[CH:25]=1)[CH2:6][NH:7][C:8]([C:10]1[C:11]([C:17]2[CH:22]=[CH:21][CH:20]=[CH:19][CH:18]=2)=[N:12][C:13]([CH3:16])=[N:14][CH:15]=1)=[O:9].[CH3:32]N(C)C=O.CI.O>[Cl-].[Na+].O.C(Cl)Cl>[F:31][C:2]([F:1])([F:30])[C:3]1[CH:4]=[C:5]([CH:23]=[C:24]([C:26]([F:27])([F:28])[F:29])[CH:25]=1)[CH2:6][N:7]([CH3:32])[C:8]([C:10]1[C:11]([C:17]2[CH:18]=[CH:19][CH:20]=[CH:21][CH:22]=2)=[N:12][C:13]([CH3:16])=[N:14][CH:15]=1)=[O:9] |f:4.5.6|. Procedure details: To a solution of 0.67 g (1.52 mmol) methyl-4-phenyl-pyrimidine-5-carboxylic acid 3,5-bis-trifluoromethyl-benzylamide in 10 ml N,N-dimethylformamide 0.08 g (1.98 mmol) sodiumhydride (60% dispersion in mineral oil) was added and the reaction mixture stirred for 1 hr. After the addition of 0.15 ml (2.4 mmol) methyl iodide at 0°, the reaction mixture was stirred for 3 hrs. at RT. The reaction mixture was distributed between 50 ml H2O, 50 ml brine and 50 ml CH2Cl2. The phases were separated, the aque... Reactants: CC(=O)O[BH-](OC(C)=O)OC(C)=O, C1CCNC1, C1CCOC1, CCOC(C)=O, O=Cc1cc(F)cc(F)c1, [Na+], [Na+], O=C([O-])O. The product is Fc1cc(F)cc(CN2CCCC2)c1. As a reaction SMILES: [C:16]([O:17][BH-:18]([O:19][C:20](=[O:21])[CH3:22])[O:23][C:24](=[O:25])[CH3:26])(=[O:27])[CH3:28].[CH2:11]1[CH2:12][CH2:13][NH:14][CH2:15]1.[CH2:35]1[O:36][CH2:37][CH2:38][CH2:39]1.[CH3:40][CH2:41][O:42][C:43]([CH3:44])=[O:45].[F:1][c:2]1[cH:3][c:4]([CH:5]=[O:6])[cH:7][c:8]([F:10])[cH:9]1.[Na+:29].[Na+:34].[O-:30][C:31]([OH:32])=[O:33]>>[F:1][c:2]1[cH:3][c:4]([CH2:5][N:14]2[CH2:13][CH2:12][CH2:11][CH2:15]2)[cH:7][c:8]([F:10])[cH:9]1.